This data is from the Open Reaction Database (ORD), a public repository of structured organic reaction records. The task is: describe an organic reaction: reactants, conditions, products, and yield The reactants are Cl.ON1C(=NC=C1)SC (1-hydroxy-2-methylsulfanyl-imidazole hydrochloride), CN(C(=O)Cl)C1=CC=CC=C1 (N-methyl-N-phenylcarbamoyl chloride). The product is CSC=1N(C=CN1)OC(N(C1=CC=CC=C1)C)=O (Methyl-phenyl-carbamic acid 2-methylsulfanyl-imidazol-1-yl ester). Reaction SMILES: Cl.[OH:2][N:3]1[CH:7]=[CH:6][N:5]=[C:4]1[S:8][CH3:9].[CH3:10][N:11]([C:15]1[CH:20]=[CH:19][CH:18]=[CH:17][CH:16]=1)[C:12](Cl)=[O:13]>>[CH3:9][S:8][C:4]1[N:3]([O:2][C:12](=[O:13])[N:11]([CH3:10])[C:15]2[CH:20]=[CH:19][CH:18]=[CH:17][CH:16]=2)[CH:7]=[CH:6][N:5]=1 |f:0.1|. Procedure details: The title compound was prepared from 1-hydroxy-2-methylsulfanyl-imidazole hydrochloride and N-methyl-N-phenylcarbamoyl chloride applying the general procedure 8. The crude product was purified by flash chromatography (Quad flash 12, EtOAc-heptane) (97%, oil). Reactants: Cc1ncc[nH]1, OCCCCl, [H-], [Na+], CN(C)C=O. Yields the product Cc1nccn1CCCO. Reaction SMILES: [CH3:1][c:2]1[nH:3][cH:4][cH:5][n:6]1.[Cl:9][CH2:10][CH2:11][CH2:12][OH:13].[H-:7].[Na+:8].[O:14]=[CH:15][N:16]([CH3:17])[CH3:18]>>[CH3:1][c:2]1[n:3]([CH2:10][CH2:11][CH2:12][OH:13])[cH:4][cH:5][n:6]1. The reactants are ice water, CN(C)P(=O)(N(C)C)N(C)C (HMPA), COC1=CC2=CC=C(C=C2C=C1)C(CCCCCCCCCCC)=O (2-methoxy-6-dodecanoylnaphthalene), CNC (dimethylamine). The solvent is C1=CC=CC=C1 (benzene). Run at time 1 hour. The product is CCCCCCCCCCCC(=O)C1=CC2=C(C=C1)C=C(C=C2)N(C)C (Laurdan). Isolated yield 66.0%. Reaction SMILES: [CH3:1][N:2](P(N(C)C)(N(C)C)=O)[CH3:3].CNC.CO[C:17]1[CH:26]=[CH:25][C:24]2[C:19](=[CH:20][CH:21]=[C:22]([C:27](=[O:39])[CH2:28][CH2:29][CH2:30][CH2:31][CH2:32][CH2:33][CH2:34][CH2:35][CH2:36][CH2:37][CH3:38])[CH:23]=2)[CH:18]=1>C1C=CC=CC=1>[CH3:38][CH2:37][CH2:36][CH2:35][CH2:34][CH2:33][CH2:32][CH2:31][CH2:30][CH2:29][CH2:28][C:27]([C:22]1[CH:21]=[CH:20][C:19]2[CH:18]=[C:17]([N:2]([CH3:3])[CH3:1])[CH:26]=[CH:25][C:24]=2[CH:23]=1)=[O:39]. Reported procedure: Li (0.5 g, 70 mmol) was added to HMPA (20 ml) and benzene (30 ml), and then dimethylamine (3.5 g, 78 mmol) was added dropwise thereto. The mixture was violently stirred for one hour. To the resulting mixture was added 2-methoxy-6-dodecanoylnaphthalene (7.3 g, 22 mmol) prepared in Comparative Example 1-(1) all at one time. The mixture was stirred at room temperature for 5 hours. The reaction mixture was poured into ice-water, extracted with ether, evaporated to remove the solvents, and recrystall... Reaction SMILES: ClC1C(Cl)=NC2C(=CC=C([N+]([O-])=O)C=2)N=1.Cl[C:17]1[C:26](Cl)=[N:25][C:24]2[C:19](=[CH:20][C:21]([CH3:31])=[C:22]([N+:28]([O-:30])=[O:29])[CH:23]=2)[N:18]=1.[K][S:33][C:34](=[C:37]([C:40]#[N:41])[C:38]#[N:39])[S:35][K]>>[N+:28]([C:22]1[CH:23]=[C:24]2[C:19](=[CH:20][C:21]=1[CH3:31])[N:18]=[C:17]1[S:33][C:34](=[C:37]([C:40]#[N:41])[C:38]#[N:39])[S:35][C:26]1=[N:25]2)([O-:30])=[O:29]. The yield is 71.0%. Starting materials: ClC1=NC2=CC=C(C=C2N=C1Cl)[N+](=O)[O-] (2,3-dichloro-6-nitroquinoxaline), ClC1=NC2=CC(=C(C=C2N=C1Cl)[N+](=O)[O-])C (2,3-dichloro-6-nitro-7-methylquinoxaline), [K]SC(S[K])=C(C#N)C#N (di(potassiomercapto)methylenemalononitrile). Reported procedure: The process of Example 13 is followed except that the 2,3-dichloro-6-nitroquinoxaline is replaced by 1.5 g of 2,3-dichloro-6-nitro-7-methylquinoxaline and 1.5 g of the di(potassiomercapto)methylenemalononitrile is used. The recovered material is a dark yellow powder weighing 1.35 g with a calculated overall yield of 71 percent and has a melting point of 283° to 284° C. The product is [N+](=O)([O-])C=1C=C2N=C3C(=NC2=CC1C)SC(S3)=C(C#N)C#N (6-Nitro-7-methyl-1,3-dithiolo-(4,5-b)-quinoxaline-2-ylidene-propanedinitrile). Starting materials: C(C)N1CCN(C(C2=C1C=C(C(=C2)OC)[N+](=O)[O-])=O)CC (1,4-diethyl-7-methoxy-8-nitro-1,2,3,4-tetrahydro-benzo[e][1,4]diazepin-5-one), C(C)O (ethanol). Reagents/catalysts: [Pd] (Pd/C). Run at time 4 hour. Yields the product NC=1C(=CC2=C(N(CCN(C2=O)CC)CC)C1)OC (8-amino-1,4-diethyl-7-methoxy-1,2,3,4-tetrahydro-benzo[e][1,4]diazepin-5-one). The yield is 101.7%. RXN SMILES: [CH2:1]([N:3]1[C:9]2[CH:10]=[C:11]([N+:16]([O-])=O)[C:12]([O:14][CH3:15])=[CH:13][C:8]=2[C:7](=[O:19])[N:6]([CH2:20][CH3:21])[CH2:5][CH2:4]1)[CH3:2].C(O)C>[Pd]>[NH2:16][C:11]1[C:12]([O:14][CH3:15])=[CH:13][C:8]2[C:7](=[O:19])[N:6]([CH2:20][CH3:21])[CH2:5][CH2:4][N:3]([CH2:1][CH3:2])[C:9]=2[CH:10]=1. Reported procedure: Into a round bottom flask, 1,4-diethyl-7-methoxy-8-nitro-1,2,3,4-tetrahydro-benzo[e][1,4]diazepin-5-one (230 mg), 10% Pd/C, (50.0 mg) and ethanol (20 mL, 0.4 mol) were added. The mixture was evacuated and charged with hydrogen (3×). The reaction was stirred under hydrogen balloon for 4 hours. The solid was filtered through Celite. The organic was removed under vacuum to give 8-amino-1,4-diethyl-7-methoxy-1,2,3,4-tetrahydro-benzo[e][1,4]diazepin-5-one as a brown solid (0.21 g, 100%). 1H-NMR (CDCl... The reactants are CCCCCCCCC=CCCCCCCCC(=O)NC1CCCCC1O, CC1(C)OCC(C)(C)C(C(=O)NCCC(=O)O)O1. The product is CCCCCCCCC=CCCCCCCCC(=O)NC1CCCCC1OC(=O)CCNC(=O)C1OC(C)(C)OCC1(C)C. RXN SMILES: [C:1]([CH2:2][CH2:3][CH2:4][CH2:5][CH2:6][CH2:7][CH2:8][CH:9]=[CH:10][CH2:11][CH2:12][CH2:13][CH2:14][CH2:15][CH2:16][CH2:17][CH3:18])(=[O:19])[NH:20][CH:21]1[CH:22]([OH:27])[CH2:23][CH2:24][CH2:25][CH2:26]1.[CH3:28][C:29]1([CH3:45])[O:30][CH2:31][C:32]([CH3:43])([CH3:44])[CH:33]([C:35](=[O:36])[NH:37][CH2:38][CH2:39][C:40](=[O:41])[OH:42])[O:34]1>>[C:1]([CH2:2][CH2:3][CH2:4][CH2:5][CH2:6][CH2:7][CH2:8][CH:9]=[CH:10][CH2:11][CH2:12][CH2:13][CH2:14][CH2:15][CH2:16][CH2:17][CH3:18])(=[O:19])[NH:20][CH:21]1[CH:22]([O:27][C:40]([CH2:39][CH2:38][NH:37][C:35]([CH:33]2[C:32]([CH3:43])([CH3:44])[CH2:31][O:30][C:29]([CH3:28])([CH3:45])[O:34]2)=[O:36])=[O:41])[CH2:23][CH2:24][CH2:25][CH2:26]1. The reactants are Cl.C1(=NN=C2N1C1=C(N=C2)NC=C1)[C@H]1C[C@H](CC1)N ((1S,3R)-3-(6H-pyrrolo[2,3-e][1,2,4]triazolo[4,3-a]pyrazin-1-yl)cyclopentanamine hydrochloride), ClC1=NC=C(C#N)C=C1 (6-chloronicotinonitrile), TEA. The solvent is CCO (EtOH). Reaction conditions: temperature 130 celsius. The product is C1(=NN=C2N1C1=C(N=C2)NC=C1)[C@H]1C[C@H](CC1)NC1=NC=C(C#N)C=C1 (6-((1S,3R)-3-(6H-pyrrolo[2,3-e][1,2,4]triazolo[4,3-a]pyrazin-1-yl)cyclopentylamino)nicotinonitrile). The yield is 25.2%. Reaction SMILES: Cl.[C:2]1([C@@H:14]2[CH2:18][CH2:17][C@H:16]([NH2:19])[CH2:15]2)[N:6]2[C:7]3[CH:13]=[CH:12][NH:11][C:8]=3[N:9]=[CH:10][C:5]2=[N:4][N:3]=1.Cl[C:21]1[CH:28]=[CH:27][C:24]([C:25]#[N:26])=[CH:23][N:22]=1>CCO>[C:2]1([C@@H:14]2[CH2:18][CH2:17][C@H:16]([NH:19][C:21]3[CH:28]=[CH:27][C:24]([C:25]#[N:26])=[CH:23][N:22]=3)[CH2:15]2)[N:6]2[C:7]3[CH:13]=[CH:12][NH:11][C:8]=3[N:9]=[CH:10][C:5]2=[N:4][N:3]=1 |f:0.1|. Reported procedure: To a microwave vessel was added (1S,3R)-3-(6H-pyrrolo[2,3-e][1,2,4]triazolo[4,3-a]pyrazin-1-yl)cyclopentanamine hydrochloride (0.0979 g, 0.311 mmol, Example #6, Step C), EtOH (2 mL), 6-chloronicotinonitrile (0.057 g, 0.41 mmol), and TEA (0.130 mL, 0.932 mmol). The reaction mixture was heated in a CEM™ microwave at about 130° C. for about 1 h (250 psi maximum pressure, 5 min maximum ramp, 300 maximum watts). After cooling to ambient temperature, the reaction was concentrated under reduced pressur... As a reaction SMILES: [CH2:1]([N:8]1[C:12](=[O:13])[CH2:11][CH2:10][C@H:9]1[C:14]([OH:16])=O)[C:2]1[CH:7]=[CH:6][CH:5]=[CH:4][CH:3]=1.O=S(Cl)Cl.[Cl-].[Al+3].[Cl-].[Cl-]>CN(C)C=O>[CH2:10]1[CH:9]2[N:8]([CH2:1][C:2]3[CH:3]=[CH:4][CH:5]=[CH:6][C:7]=3[C:14]2=[O:16])[C:12](=[O:13])[CH2:11]1 |f:2.3.4.5|. Conditions: time 8 hour. The product is C1CC(N2CC=3C=CC=CC3C(C21)=O)=O (1,10a-Dihydropyrrolo[1,2-b]isoquinoline-3,10[2H, 5H]-dione). Run in CN(C=O)C (dimethylformamide). The reactants are C(C1=CC=CC=C1)N1[C@@H](CCC1=O)C(=O)O ((+)-N-benzylpyroglutamic acid), O=S(Cl)Cl (SOCl2), [Cl-].[Al+3].[Cl-].[Cl-] (Aluminum chloride). Procedure: To a solution prepared from 11.68 g of (+)-N-benzylpyroglutamic acid (See E. Campaigne and D. P. Matthews, J. Het. Chem., 12, 391 (1975)), 100 ml of CH2CL2 and a drop of dimethylformamide (DMF), 7.57 g of SOCl2 was added dropwise. The mixture was refluxed for five hours and allowed to stand overnight at ambient temperature. The reaction mixture was cooled in an ice-salt bath. Aluminum chloride (22.6 g) was added in portions with exclusion of moisture and vigorous stirring. The temperature did no... The yield is 69.5%.